Dataset: the Open Reaction Database (ORD), a public repository of structured organic reaction records. Task: describe an organic reaction: reactants, conditions, products, and yield Starting materials: [H-].[Na+] (Sodium hydride), C1(CCC1)=O (cyclobutanone), IC1=C(C=CC=C1)NC=O (N-(2-iodophenyl)formamide), C(CCC)[Li] (n-butyllithium), hexanes. Solvent: O1CCCC1 (tetrahydrofuran), O1CCCC1 (tetrahydrofuran). Conditions: time 20 minute. Product: OC1(CCC1)C1=C(C=CC=C1)NC=O (N-(2-(1-hydroxycyclobutyl)phenyl)formamide). As a reaction SMILES: [H-].[Na+].I[C:4]1[CH:9]=[CH:8][CH:7]=[CH:6][C:5]=1[NH:10][CH:11]=[O:12].C([Li])CCC.[C:18]1(=[O:22])[CH2:21][CH2:20][CH2:19]1>O1CCCC1>[OH:22][C:18]1([C:4]2[CH:9]=[CH:8][CH:7]=[CH:6][C:5]=2[NH:10][CH:11]=[O:12])[CH2:21][CH2:20][CH2:19]1 |f:0.1|. Procedure: Sodium hydride (65% dispersion in mineral oil, 71 mg, 1.775 mmol) was suspended in tetrahydrofuran (6 mL), and to this stirred slurry was added dropwise a solution of N-(2-iodophenyl)formamide (250 mg, 1.012 mmol) in tetrahydrofuran (4 mL). The mixture was stirred at room temperature for 20 minutes, then chilled to −78° C. To the cold suspension was added dropwise 2.5 M n-butyllithium in hexanes (0.506 ml, 1.265 mmol). The mixture was stirred at −78° C. for 30 minutes, then cyclobutanone (0.083 ...